From a dataset of the Open Reaction Database (ORD), a public repository of structured organic reaction records. describe an organic reaction: reactants, conditions, products, and yield Reactants: Cl (HCl), OC1=CC=CC2=C1C(CO2)=O (4-hydroxy-benzofuran-3-one), C([O-])([O-])=O.[K+].[K+] (potassium carbonate), BrCCOC (2-bromoethyl methylether). The solvent is CN(C=O)C (N,N-dimethylformamide). Run at temperature 80 celsius, time 1.5 hour. Product: COCCOC1=CC=CC2=C1C(CO2)=O (4-(2-Methoxy-ethoxy)-benzofuran-3-one). Yield: 63.0%. Reaction SMILES: [OH:1][C:2]1[C:7]2[C:8](=[O:11])[CH2:9][O:10][C:6]=2[CH:5]=[CH:4][CH:3]=1.C(=O)([O-])[O-].[K+].[K+].Br[CH2:19][CH2:20][O:21][CH3:22].Cl>CN(C)C=O>[CH3:22][O:21][CH2:20][CH2:19][O:1][C:2]1[C:7]2[C:8](=[O:11])[CH2:9][O:10][C:6]=2[CH:5]=[CH:4][CH:3]=1 |f:1.2.3|. Procedure details: A mixture of 4-hydroxy-benzofuran-3-one (CAS no: 19278-81-0) (4.9 g, 9 mmol), potassium carbonate (1.66 g, 12 mmol) and 2-bromoethyl methylether (1.13 mL, 12 mmol) in N,N-dimethylformamide (20 mL) was stirred at 80° C. for 1.5 h. Cooled to 23° C., poured into 1 N HCl, extracted four times with ethyl acetate, dried combined organic layer over Na2SO4. Removal of the solvent in vacuum left a yellow residue which was purified by silica gel column chromatography with heptane/ethyl acetate to give the... Reactants: Cl (HCl), [OH-].[Na+] (NaOH), CC=1NC(=C(C(C1C(=O)OC)C1=CC(=CC=C1)[N+](=O)[O-])C(=O)OCCC#N)C (2,6-dimethyl-3-carbomethoxy-4-(3-nitrophenyl)-5-(2-cyano)ethoxycarbonyl-1,4-dihydropyridine), C(Cl)Cl (CH2Cl2). Run in CC(=O)C (acetone). The product is CC=1NC(=C(C(C1C(=O)OC)C1=CC(=CC=C1)[N+](=O)[O-])C(=O)O)C (2,6-dimethyl-3-carbomethoxy-4-(3-nitrophenyl)-5-carboxy-1,4-dihydropyridine). As a reaction SMILES: [OH-].[Na+].[CH3:3][C:4]1[NH:5][C:6]([CH3:30])=[C:7]([C:23]([O:25][CH2:26]CC#N)=[O:24])[CH:8]([C:14]2[CH:19]=[CH:18][CH:17]=[C:16]([N+:20]([O-:22])=[O:21])[CH:15]=2)[C:9]=1[C:10]([O:12]C)=[O:11].C(Cl)Cl.Cl>CC(C)=O>[CH3:30][C:6]1[NH:5][C:4]([CH3:3])=[C:9]([C:10]([OH:12])=[O:11])[CH:8]([C:14]2[CH:19]=[CH:18][CH:17]=[C:16]([N+:20]([O-:22])=[O:21])[CH:15]=2)[C:7]=1[C:23]([O:25][CH3:26])=[O:24] |f:0.1|. Procedure: Next, a solution of NaOH (41.3 mL of 35% NaOH in 375 mL H2O) was slowly added to a solution of 2,6-dimethyl-3-carbomethoxy-4-(3-nitrophenyl)-5-(2-cyano)ethoxycarbonyl-1,4-dihydropyridine (80 g, 0.21 mol) in acetone (240 mL). Then, CH2Cl2 (500 mL) was added and 12N HCl (41.3 mL) slowly introduced. The resulting precipitate was filtered and recrystallized from dimethylformamide/H2O (175 mL DMF, 72 mL H2O) to yield 2,6-dimethyl-3-carbomethoxy-4-(3-nitrophenyl)-5-carboxy-1,4-dihydropyridine (mp=242°... Starting materials: C(C)#N (acetonitrile), CNC(=O)N(N(CCCl)S(=O)(=O)C)S(=O)(=O)C (VNP40101M), ethyl chloroformate ClC(O)OEt, chloro, CNC(=O)N(N(CCCl)S(=O)(=O)C)S(=O)(=O)C (VNP40101M), substituted hydrazine, chloro, alkyl mesylate, CNC(=O)Cl (MCC). Run in C(C)N(CC)CC (TEA), C(C)N(CC)CC (Triethylamine). Conditions: temperature 90 celsius. The product is CS(=O)(=O)N(N(C(=O)OCC)S(=O)(=O)C)CCCl (1,2-bis(methylsulfonyl)-1-(2-chloroethyl)-2-(ethyloxycarbonyl)-hydrazine). As a reaction SMILES: CN[C:3]([N:5]([S:14]([CH3:17])(=[O:16])=[O:15])[N:6]([S:10]([CH3:13])(=[O:12])=[O:11])[CH2:7][CH2:8][Cl:9])=[O:4].[C:18](#N)[CH3:19].CNC(Cl)=[O:24]>C(N(CC)CC)C>[CH3:13][S:10]([N:6]([CH2:7][CH2:8][Cl:9])[N:5]([S:14]([CH3:17])(=[O:16])=[O:15])[C:3]([O:24][CH2:18][CH3:19])=[O:4])(=[O:12])=[O:11]. Reported procedure: In the present invention two novel methods relate to syntheses of VNP40101M with higher yields. Method B directly uses the intermediate BMH, the starting material for preparation of VNP4090CE. As showed in FIG. 3, a one-pot reaction of BMH with methylcarbamic chloride (MCC) affords VNP40101M in a 60+% yield. In this method, the carbonyl coupling reaction of the substituted hydrazine and the chloro-replacement reaction of the alkyl mesylate take place concurrently. Triethylamine (TEA) is preferab... Starting materials: C(C)(=O)O.C1(=CC=C(C=C1)OCCCCCCCN(C)C)C1=CC=CC=C1 (7-(4-biphenyloxy)-1-dimethylaminoheptane acetate), S(O)(O)(=O)=O (sulfuric acid). Run in O (water). Yields the product S(O)(O)(=O)=O.C1(=CC=C(C=C1)OCCCCCCCN(C)C)C1=CC=CC=C1 (7-(4-biphenyloxy)-1-dimethylaminoheptane bisulfate). Reaction SMILES: C(O)(=O)C.[C:5]1([C:22]2[CH:27]=[CH:26][CH:25]=[CH:24][CH:23]=2)[CH:10]=[CH:9][C:8]([O:11][CH2:12][CH2:13][CH2:14][CH2:15][CH2:16][CH2:17][CH2:18][N:19]([CH3:21])[CH3:20])=[CH:7][CH:6]=1.[S:28](=[O:32])(=[O:31])([OH:30])[OH:29]>O>[S:28](=[O:30])(=[O:29])([OH:32])[OH:31].[C:5]1([C:22]2[CH:23]=[CH:24][CH:25]=[CH:26][CH:27]=2)[CH:6]=[CH:7][C:8]([O:11][CH2:12][CH2:13][CH2:14][CH2:15][CH2:16][CH2:17][CH2:18][N:19]([CH3:20])[CH3:21])=[CH:9][CH:10]=1 |f:0.1,4.5|. Procedure details: 7-(4-biphenyloxy)-1-dimethylaminoheptane acetate (1.0 g) is dissolved in 50 ml water containing a stoichiometric equivalent of sulfuric acid, and the solution evaporated to dryness. The product is suspended in ethanol and filtered, air dried and recrystallized from methanol/acetone to yield 7-(4-biphenyloxy)-1-dimethylaminoheptane bisulfate. Starting materials: C(C)(C)(C)OC(=O)N1CC(OCC1)C1=CC(=C(C=C1)Br)F (2-(4-bromo-3-fluoro-phenyl)-morpholine-4-carboxylic acid tert-butyl ester), [Cu]C#N (copper(I)-cyanide). Solvent: C(C)(C)(C)OC (tert-butylmethylether). Reaction conditions: temperature 180 celsius. Product: C(#N)C1=C(C=C(C=C1)C1CN(CCO1)C(=O)OC(C)(C)C)F (tert-Butyl 2-(4-cyano-3-fluorophenyl)morpholine-4-carboxylat). Isolated yield 7.9%. Reaction SMILES: [C:1]([O:5][C:6]([N:8]1[CH2:13][CH2:12][O:11][CH:10]([C:14]2[CH:19]=[CH:18][C:17](Br)=[C:16]([F:21])[CH:15]=2)[CH2:9]1)=[O:7])([CH3:4])([CH3:3])[CH3:2].[Cu][C:23]#[N:24]>C(OC)(C)(C)C>[C:23]([C:17]1[CH:18]=[CH:19][C:14]([CH:10]2[O:11][CH2:12][CH2:13][N:8]([C:6]([O:5][C:1]([CH3:4])([CH3:3])[CH3:2])=[O:7])[CH2:9]2)=[CH:15][C:16]=1[F:21])#[N:24]. Reported procedure: To a 20 mL microwave vial were added 2-(4-bromo-3-fluoro-phenyl)-morpholine-4-carboxylic acid tert-butyl ester (1.5 g, 4.16 mmol) N-methyl-pyrrolidone (10 ml) and copper(I)-cyanide (559 mg, 6.25 mmol). The vial was capped and heated in a microwave synthesizer (Personal Chemistry Emrys Optimizer) at 180° C. for 30 min. The reaction mixture was poured into tert-butylmethylether (150 ml) and extracted with brine (3×50 mL). The organic layers were dried over MgSO4 and concentrated in vacuo. The crud...